Dataset: the Open Reaction Database (ORD), a public repository of structured organic reaction records. Task: describe an organic reaction: reactants, conditions, products, and yield Starting materials: Cc1cc(Cl)nc(Cl)c1C(=O)O, ClCCl, O=C(OC(=O)C(F)(F)F)C(F)(F)F, NC(N)=O, OO. The product is Cc1cc(Cl)[n+]([O-])c(Cl)c1C(=O)O. As a reaction SMILES: [Cl:1][c:2]1[c:3]([C:4](=[O:5])[OH:6])[c:7]([CH3:12])[cH:8][c:9]([Cl:11])[n:10]1.[Cl:32][CH2:33][Cl:34].[F:19][C:20]([F:21])([F:22])[C:23]([O:24][C:25](=[O:26])[C:27]([F:28])([F:29])[F:30])=[O:31].[NH2:13][C:14](=[O:15])[NH2:16].[OH:17][OH:18]>>[Cl:1][c:2]1[c:3]([C:4](=[O:5])[OH:6])[c:7]([CH3:12])[cH:8][c:9]([Cl:11])[n+:10]1[O-:15]. The solvent is ClCCl (dichloromethane), ClCCl (dichloromethane). Yield: 37.9%. The reactants are Cl.ClC(C)N1N=CC=C1 (N-(1-chloroethyl)pyrazole hydrochloride), aqueous solution, [OH-].[Na+] (sodium hydroxide), ClCC(=O)NC=1C(=NC=NC1OC)OC (2-chloro-N-(4,6-dimethoxy-5-pyrimidinyl)acetamide). Reagents/catalysts: [Cl-].C(C1=CC=CC=C1)[N+](CCCC)(CCCC)CCCC (benzyl tributyl ammonium chloride). The product is ClCC(=O)N(C(C)N1N=CC=C1)C=1C(=NC=NC1OC)OC (2-chloro-N-(4,6-dimethoxy-5-pyrimidinyl)-N-(1-(1-pyrazolyl)ethyl)acetamide). Procedure details: In a 500 ml eggplant-shaped flask equipped with a stirrer, 17.4 g (75.1 mmoles) of 2-chloro-N-(4,6-dimethoxy-5-pyrimidinyl)acetamide was dissolved in 300 ml of dichloromethane, and 5.22 g of benzyl tributyl ammonium chloride was added. Under ice cooling, 41.5 ml of a 50% aqueous solution of sodium hydroxide was added to the mixture with stirring. Thereafter, a solution of 13.8 g (82.6 mmoles) of N-(1-chloroethyl)pyrazole hydrochloride in 70 ml of dichloromethane was added dropwise over about 30 ... Reaction SMILES: [Cl:1][CH2:2][C:3]([NH:5][C:6]1[C:7]([O:14][CH3:15])=[N:8][CH:9]=[N:10][C:11]=1[O:12][CH3:13])=[O:4].[OH-].[Na+].Cl.Cl[CH:20]([N:22]1[CH:26]=[CH:25][CH:24]=[N:23]1)[CH3:21]>ClCCl.[Cl-].C([N+](CCCC)(CCCC)CCCC)C1C=CC=CC=1>[Cl:1][CH2:2][C:3]([N:5]([C:6]1[C:11]([O:12][CH3:13])=[N:10][CH:9]=[N:8][C:7]=1[O:14][CH3:15])[CH:20]([N:22]1[CH:26]=[CH:25][CH:24]=[N:23]1)[CH3:21])=[O:4] |f:1.2,3.4,6.7|. Starting materials: O=C(CCC1CCC(N1)=O)CC1=CC(=CC=C1)OC1=CC=CC=C1 (5-[3-oxo-4-(3-phenoxy-phenyl)-butyl]-pyrrolidin-2-one), [BH4-].[Na+] (NaBH4). Product: OC(CCC1CCC(N1)=O)CC1=CC(=CC=C1)OC1=CC=CC=C1 (5-[3-hydroxy-4-(3-phenoxy-phenyl)-butyl]-pyrrolidin-2-one). Isolated yield 71.8%. Reaction SMILES: [O:1]=[C:2]([CH2:11][C:12]1[CH:17]=[CH:16][CH:15]=[C:14]([O:18][C:19]2[CH:24]=[CH:23][CH:22]=[CH:21][CH:20]=2)[CH:13]=1)[CH2:3][CH2:4][CH:5]1[NH:9][C:8](=[O:10])[CH2:7][CH2:6]1.[BH4-].[Na+]>>[OH:1][CH:2]([CH2:11][C:12]1[CH:17]=[CH:16][CH:15]=[C:14]([O:18][C:19]2[CH:24]=[CH:23][CH:22]=[CH:21][CH:20]=2)[CH:13]=1)[CH2:3][CH2:4][CH:5]1[NH:9][C:8](=[O:10])[CH2:7][CH2:6]1 |f:1.2|. Procedure details: Analogous to the procedure described for Example 1A, Step B, 5-[3-oxo-4-(3-phenoxy-phenyl)-butyl]-pyrrolidin-2-one (923.6 mg, 2.86 mmol) was reduced with NaBH4 (54 mg, 1.4 mmol). Purification by medium pressure chromatography (1:1 hexanes:EtOAc to 2% MeOH in CH2Cl2 to 4% MeOH in CH2Cl2 to 10% MeOH in CH2Cl2) provided 5-[3-hydroxy-4-(3-phenoxy-phenyl)-butyl]-pyrrolidin-2-one (668.3 mg). 1H NMR (CDCl3) δ7.31 (m, 2H), 7.23 (m, 1H), 7.08 (m, 1H), 6.97 (d, 2H), 6.91 (d, 1H), 6.84 (m, 2H), 3.80 (m, 1H... Reactants: [OH-].[Na+] (Sodium hydroxide), C(#N)C=1C=C(C=CC1OC(C)C)C1=NC(=NO1)C=1C(=CC=C2C(=CNC12)CCC(=O)OCC)F (Ethyl 3-[7-(5-{3-cyano-4-[(1-methylethyl)oxy]phenyl}-1,2,4-oxadiazol-3-yl)-6-fluoro-1H-indol-3-yl]propanoate), Cl (HCl). The solvent is C1CCOC1 (THF), O (water). Reaction conditions: temperature 90 celsius, time 1 hour. The product is C(#N)C=1C=C(C=CC1OC(C)C)C1=NC(=NO1)C=1C(=CC=C2C(=CNC12)CCC(=O)O)F (3-[7-(5-{3-cyano-4-[(1-methylethyl)oxy]phenyl}-1,2,4-oxadiazol-3-yl)-6-fluoro-1H-indol-3-yl]propanoic acid). Isolated yield 12.4%. RXN SMILES: [OH-].[Na+].[C:3]([C:5]1[CH:6]=[C:7]([C:15]2[O:19][N:18]=[C:17]([C:20]3[C:21]([F:36])=[CH:22][CH:23]=[C:24]4[C:28]=3[NH:27][CH:26]=[C:25]4[CH2:29][CH2:30][C:31]([O:33]CC)=[O:32])[N:16]=2)[CH:8]=[CH:9][C:10]=1[O:11][CH:12]([CH3:14])[CH3:13])#[N:4].Cl>C1COCC1.O>[C:3]([C:5]1[CH:6]=[C:7]([C:15]2[O:19][N:18]=[C:17]([C:20]3[C:21]([F:36])=[CH:22][CH:23]=[C:24]4[C:28]=3[NH:27][CH:26]=[C:25]4[CH2:29][CH2:30][C:31]([OH:33])=[O:32])[N:16]=2)[CH:8]=[CH:9][C:10]=1[O:11][CH:12]([CH3:14])[CH3:13])#[N:4] |f:0.1|. Procedure details: Sodium hydroxide (25 mg) was added to a solution of ethyl 3-[7-(5-{3-cyano-4-[(1-methylethyl)oxy]phenyl}-1,2,4-oxadiazol-3-yl)-6-fluoro-1H-indol-3-yl]propanoate (D148) (875 mg) in THF (4 mL) and water (4 mL). The reaction mixture was stirred at 90° C. for 1 hour, and then at RT for another 24 hours. Then 0.5 M HCl was added until pH was about 6. The solvent was removed, and the residue was dissolved in water. The precipitated solid was purified by MDAP to afford 3-[7-(5-{3-cyano-4-[(1-methylethy... The reactants are Cc1cc(Cl)ccc1C(=O)O, O=[N+]([O-])O. Product: Cc1c(C(=O)O)ccc(Cl)c1[N+](=O)[O-]. As a reaction SMILES: [Cl:5][c:6]1[cH:7][c:8]([CH3:15])[c:9]([C:10](=[O:11])[OH:12])[cH:13][cH:14]1.[OH:1][N+:2]([O-:3])=[O:4]>>[O-:1][N+:2](=[O:4])[c:7]1[c:6]([Cl:5])[cH:14][cH:13][c:9]([C:10](=[O:11])[OH:12])[c:8]1[CH3:15]. The reactants are COC1=C(CCl)C=CC=C1 (2-methoxybenzyl chloride), N1(CCNCC1)C(=S)SC (methyl 1-piperazinecarbodithioate), C([O-])([O-])=O.[Na+].[Na+] (sodium carbonate). Run in C(C)O (ethanol). Product: COC1=C(CN2CCN(CC2)C(=S)SC)C=CC=C1 (methyl 4-(2-methoxybenzyl)-1-piperazinecarbodithioate). Yield: 44.7%. As a reaction SMILES: [CH3:1][O:2][C:3]1[CH:10]=[CH:9][CH:8]=[CH:7][C:4]=1[CH2:5]Cl.[N:11]1([C:17]([S:19][CH3:20])=[S:18])[CH2:16][CH2:15][NH:14][CH2:13][CH2:12]1.C(=O)([O-])[O-].[Na+].[Na+]>C(O)C>[CH3:1][O:2][C:3]1[CH:10]=[CH:9][CH:8]=[CH:7][C:4]=1[CH2:5][N:14]1[CH2:15][CH2:16][N:11]([C:17]([S:19][CH3:20])=[S:18])[CH2:12][CH2:13]1 |f:2.3.4|. Procedure details: In a nitrogen atmosphere, 2.28 g (14.5 mmol.) of 2-methoxybenzyl chloride, 2.69 g (14.5 mmol., purity 94.8%) of methyl 1-piperazinecarbodithioate, 1.53 g (14.5 mmol.) of anhydrous sodium carbonate and 15 ml of ethanol were mixed and refluxed under heating for 18 hours. Insolubles were removed by filtration, and the solvent of the filtrate was distilled off under reduced pressure. To the residue were added 15 ml of dichloromethane and 15 ml of water. The organic solvent portion was taken out, was... The solvent is O (water), O (H2O). As a reaction SMILES: [NH2:1][C@H:2]([C:13]([OH:15])=[O:14])[CH2:3][C:4]1[C:12]2[C:7](=[CH:8][CH:9]=[CH:10][CH:11]=2)[NH:6][CH:5]=1.[OH-].[Na+].[CH2:18]=O.Cl>O>[CH2:18]1[C:5]2[NH:6][C:7]3[C:12](=[CH:11][CH:10]=[CH:9][CH:8]=3)[C:4]=2[CH2:3][CH:2]([C:13]([OH:15])=[O:14])[NH:1]1 |f:1.2|. Run at time 8 hour. Isolated yield 85.1%. Reported procedure: L-tryptophan (10.2 g, 50 mmol), NaOH (2.0 g, 50 mmol) and H2O (20 ml) were added in a 250 ml round-bottom flask, and were stirred until the mixture became clear followed by the addition of formaldehyde (37%, 50 mmol). The mixture was stirred and reacted at room temperature for 3 h. After being refluxed for another 3 h, the mixture was poured into 200 ml cold water. While being stirred, the mixture was adjusted to pH 6 with 5N HCl. White solids were precipitated and then stored at 4° C. overnight... Yields the product C1NC(CC=2C3=CC=CC=C3NC12)C(=O)O (1,2,3,4-tetrahydro-β-carboline-3-carboxylic acid). Reactants: Cl (HCl), N[C@@H](CC1=CNC2=CC=CC=C12)C(=O)O (L-tryptophan), [OH-].[Na+] (NaOH), C=O (formaldehyde). The reactants are COc1cc(C(=O)O)ccc1C(C)(C)C, CO, O, O=S(=O)(O)O. The product is COC(=O)c1ccc(C(C)(C)C)c(OC)c1. As a reaction SMILES: [C:1]([CH3:2])([CH3:3])([CH3:4])[c:5]1[c:6]([O:14][CH3:15])[cH:7][c:8]([C:9](=[O:10])[OH:11])[cH:12][cH:13]1.[CH3:21][OH:22].[OH2:23].[S:16](=[O:17])(=[O:18])([OH:19])[OH:20]>>[C:1]([CH3:2])([CH3:3])([CH3:4])[c:5]1[c:6]([O:14][CH3:15])[cH:7][c:8]([C:9]([O:10][CH3:21])=[O:11])[cH:12][cH:13]1.